From a dataset of the Open Reaction Database (ORD), a public repository of structured organic reaction records. describe an organic reaction: reactants, conditions, products, and yield Reactants: Cl.C(C)(=O)OCC (Hydrochloric acid ethyl acetate), CN1CCN(CC1)C(=O)OCCC1N(CCCC1)C(CCCCCCCCCCCCCCCCCCCCC)=O (2-(1-docosanoyl-2-piperidyl)ethyl 4-methyltetrahydro-1(2H)-pyrazinecarboxylate). Reaction conditions: time 30 minute. Yields the product Cl.CN1CCN(CC1)C(=O)OCCC1N(CCCC1)C(CCCCCCCCCCCCCCCCCCCCC)=O (2-(1-Docosanoyl-2-piperidyl)ethyl 4-methyltetrahydro- 1 (2H)-pyrazinecarboxylate hydrochloride). Reported procedure: 4N Hydrochloric acid/ethyl acetate solution (1.46 ml) was added to a solution of 2-(1-docosanoyl-2-piperidyl)ethyl 4-methyltetrahydro-1(2H)-pyrazinecarboxylate (2.800 g) in ethyl acetate (28 ml), while being cooled with ice. The mixture was stirred for 30 minutes. After the reaction mixture was concentrated, the residue was recrystallized with ethyl acetate, thereby yielding the entitled compound (2.590 g) as white solid. RXN SMILES: [ClH:1].C(OCC)(=O)C.[CH3:8][N:9]1[CH2:14][CH2:13][N:12]([C:15]([O:17][CH2:18][CH2:19][CH:20]2[CH2:25][CH2:24][CH2:23][CH2:22][N:21]2[C:26](=[O:48])[CH2:27][CH2:28][CH2:29][CH2:30][CH2:31][CH2:32][CH2:33][CH2:34][CH2:35][CH2:36][CH2:37][CH2:38][CH2:39][CH2:40][CH2:41][CH2:42][CH2:43][CH2:44][CH2:45][CH2:46][CH3:47])=[O:16])[CH2:11][CH2:10]1>C(OCC)(=O)C>[ClH:1].[CH3:8][N:9]1[CH2:14][CH2:13][N:12]([C:15]([O:17][CH2:18][CH2:19][CH:20]2[CH2:25][CH2:24][CH2:23][CH2:22][N:21]2[C:26](=[O:48])[CH2:27][CH2:28][CH2:29][CH2:30][CH2:31][CH2:32][CH2:33][CH2:34][CH2:35][CH2:36][CH2:37][CH2:38][CH2:39][CH2:40][CH2:41][CH2:42][CH2:43][CH2:44][CH2:45][CH2:46][CH3:47])=[O:16])[CH2:11][CH2:10]1 |f:0.1,4.5|. Run in C(C)(=O)OCC (ethyl acetate). Reactants: CN(C)C=O, COc1ccc(C(C)C)cc1-c1ccc(C(F)(F)F)cc1CNc1ncc(OCCCC(=O)OC(C)(C)C)cn1, ClCc1cc(Cl)cc(Cl)c1, [H-], [Na+]. Product: COc1ccc(C(C)C)cc1-c1ccc(C(F)(F)F)cc1CN(Cc1cc(Cl)cc(Cl)c1)c1ncc(OCCCC(=O)OC(C)(C)C)cn1. Reaction SMILES: [CH3:53][N:54]([CH3:55])[CH:56]=[O:57].[CH:1]([CH3:2])([CH3:3])[c:4]1[cH:5][cH:6][c:7]([O:39][CH3:40])[c:8](-[c:10]2[c:11]([CH2:20][NH:21][c:22]3[n:23][cH:24][c:25]([O:28][CH2:29][CH2:30][CH2:31][C:32](=[O:33])[O:34][C:35]([CH3:36])([CH3:37])[CH3:38])[cH:26][n:27]3)[cH:12][c:13]([C:16]([F:17])([F:18])[F:19])[cH:14][cH:15]2)[cH:9]1.[Cl:41][c:42]1[cH:43][c:44]([Cl:50])[cH:45][c:46]([CH2:48][Cl:49])[cH:47]1.[H-:51].[Na+:52]>>[CH:1]([CH3:2])([CH3:3])[c:4]1[cH:5][cH:6][c:7]([O:39][CH3:40])[c:8](-[c:10]2[c:11]([CH2:20][N:21]([c:22]3[n:23][cH:24][c:25]([O:28][CH2:29][CH2:30][CH2:31][C:32](=[O:33])[O:34][C:35]([CH3:36])([CH3:37])[CH3:38])[cH:26][n:27]3)[CH2:48][c:46]3[cH:45][c:44]([Cl:50])[cH:43][c:42]([Cl:41])[cH:47]3)[cH:12][c:13]([C:16]([F:17])([F:18])[F:19])[cH:14][cH:15]2)[cH:9]1. Reaction conditions: time 25 minute. Run in CN(C)C=O (DMF). The product is CC(CN1C(N(C2=C1C=CC(=C2F)OC)C)=O)(C)C (1-(2,2-dimethylpropyl)-4-fluoro-5-methoxy-3-methyl-1,3-dihydro-2H-benzimidazol-2-one). Procedure details: A solution of 7-fluoro-6-methoxy-1-methyl-1,3-dihydro-2H-benzimidazol-2-one (7-4, 250 mg, 1.27 mmol) in anhydrous DMF (1.5 ml) was treated with NaH and 1-Bromo-2,2-dimethylpropane. The reaction was then irradiated in a microwave at 175 deg C. for 25 min. The reaction was partitioned between EtOAc (2×60 ml) and water (75 ml). The combined organic layers were dried over Na2SO4 and concentrated, affording the title compound, 1-(2,2-dimethylpropyl)-4-fluoro-5-methoxy-3-methyl-1,3-dihydro-2H-benzimid... RXN SMILES: [F:1][C:2]1[C:7]2[N:8]([CH3:12])[C:9](=[O:11])[NH:10][C:6]=2[CH:5]=[CH:4][C:3]=1[O:13][CH3:14].[H-].[Na+].Br[CH2:18][C:19]([CH3:22])([CH3:21])[CH3:20]>CN(C=O)C>[CH3:18][C:19]([CH3:22])([CH3:21])[CH2:20][N:10]1[C:6]2[CH:5]=[CH:4][C:3]([O:13][CH3:14])=[C:2]([F:1])[C:7]=2[N:8]([CH3:12])[C:9]1=[O:11] |f:1.2|. Starting materials: FC1=C(C=CC2=C1N(C(N2)=O)C)OC (7-fluoro-6-methoxy-1-methyl-1,3-dihydro-2H-benzimidazol-2-one), [H-].[Na+] (NaH), BrCC(C)(C)C (1-Bromo-2,2-dimethylpropane). Reactants: BrCCCO (3-Bromo-1-propanol), C(#N)C1=CC=C(C=C1)C1=CC=C(C=C1)O (4-cyano-4'-hydroxybiphenyl), [OH-].[K+] (KOH). Solvent: O (water), C(C)O (ethanol). The product is C(#N)C1=CC=C(C=C1)C1=CC=C(C=C1)OCCCO (4-cyano-4'-(3-hydroxypropoxy)biphenyl). Reaction SMILES: Br[CH2:2][CH2:3][CH2:4][OH:5].[C:6]([C:8]1[CH:13]=[CH:12][C:11]([C:14]2[CH:19]=[CH:18][C:17]([OH:20])=[CH:16][CH:15]=2)=[CH:10][CH:9]=1)#[N:7].[OH-].[K+]>C(O)C.O>[C:6]([C:8]1[CH:9]=[CH:10][C:11]([C:14]2[CH:19]=[CH:18][C:17]([O:20][CH2:2][CH2:3][CH2:4][OH:5])=[CH:16][CH:15]=2)=[CH:12][CH:13]=1)#[N:7] |f:2.3|. Procedure: 3-Bromo-1-propanol (5.6 g, 0.04 mol) and 4-cyano-4'-hydroxybiphenyl (6.0 g, 0.02 mol) were dissolved in ethanol (300 ml) and agitated at room temperature. To this solution was gradually dropwise added a solution of KOH (10 g) dissolved in water (20 ml), over 30 minutes, followed by stirring for 40 hours, distilling off about 200 ml of ethanol under reduced pressure, adding water (500 ml) to deposit solids, adding toluene (300 ml) to the mixture system, filtering off insoluble matter, washing the... Starting materials: C1NC=CC2=CC=CC=C12 (dihydroisoquinoline), [OH-].[Na+] (NaOH). The solvent is O (H2O), O1CCCC1 (THF). Run at temperature -30 celsius. Yields the product C1NCCC2=CC=CC=C12 (Tetrahydroisoquinoline). Reaction SMILES: [CH2:1]1[C:10]2[C:5](=[CH:6][CH:7]=[CH:8][CH:9]=2)[CH:4]=[CH:3][NH:2]1.[OH-].[Na+]>O1CCCC1.O>[CH2:1]1[C:10]2[C:5](=[CH:6][CH:7]=[CH:8][CH:9]=2)[CH2:4][CH2:3][NH:2]1 |f:1.2|. Procedure: A solution of 467 mg (3.5 mmol) of AlCl3 in 10 ml of THF is added dropwise at room temperature to a suspension of 400 mg (10.5 mmol) of LiAlH4 in 20 ml of tetrahydrofuran (THF), as a result of which AlH3 is formed. After 15 minutes the solution is cooled to -30° C. and a solution of 2.5 g (6.74 mmol) of the dihydroisoquinoline according to b. in 100 ml of THF is added dropwise in 15 minutes. The reaction mixture is then slowly heated to room temperature. After 1.5 hours an NaOH solution in H2O i...